Dataset: the Open Reaction Database (ORD), a public repository of structured organic reaction records. Task: describe an organic reaction: reactants, conditions, products, and yield Starting materials: NC1=C(C=CC(=C1)F)C(C)=O (1-(2-Amino-4-fluorophenyl)ethanone), Cl (hydrochloric acid), N(=O)[O-].[Na+] (sodium nitrite). Solvent: O (water), O (H2O). Conditions: temperature -10 celsius, time 1 hour. The product is FC1=CC=C2C(=NNC2=C1)C (6-Fluoro-3-methyl-1H-indazole). Yield: 32.8%. Reaction SMILES: [NH2:1][C:2]1[CH:7]=[C:6]([F:8])[CH:5]=[CH:4][C:3]=1[C:9](=O)[CH3:10].Cl.[N:13]([O-])=O.[Na+]>O>[F:8][C:6]1[CH:7]=[C:2]2[C:3]([C:9]([CH3:10])=[N:13][NH:1]2)=[CH:4][CH:5]=1 |f:2.3|. Procedure: 1-(2-Amino-4-fluorophenyl)ethanone (9.618 g, 62.9 mmol) was treated with concentrated hydrochloric acid (16 mL) and water (16 mL), and the resulting white suspension was cooled to -10° C. and treated with a solution of sodium nitrite (4.338 g, 62.9 mmol) in 10 mL H2O, maintaining the temperature below 0° C. The resulting solution was filtered directly into a rapidly stirred solution of SnCl2.2H2O (34 g in 200 mL H2O) and the resulting mixture was stirred for 1 h at 20° C., basified (32 g NaOH in... Reactants: C(C)OC(=O)C=1C(=C2C(=C(N1)Br)SN=C2C2=CC=CC=C2)O (7-bromo-4-hydroxy-3-phenyl-isothiazolo[5,4-c]pyridine-5-carboxylic acid ethyl ester), COC1=CC=C(C=C1)B(O)O (4-methoxyphenylboronic acid). Product: C(C)OC(=O)C=1C(=C2C(=C(N1)C1=CC=C(C=C1)OC)SN=C2C2=CC=CC=C2)O (4-Hydroxy-7-(4-methoxy-phenyl)-3-phenyl-isothiazolo[5,4-c]pyridine-5-carboxylic acid ethyl ester). As a reaction SMILES: [CH2:1]([O:3][C:4]([C:6]1[C:7]([OH:22])=[C:8]2[C:15]([C:16]3[CH:21]=[CH:20][CH:19]=[CH:18][CH:17]=3)=[N:14][S:13][C:9]2=[C:10](Br)[N:11]=1)=[O:5])[CH3:2].[CH3:23][O:24][C:25]1[CH:30]=[CH:29][C:28](B(O)O)=[CH:27][CH:26]=1>>[CH2:1]([O:3][C:4]([C:6]1[C:7]([OH:22])=[C:8]2[C:15]([C:16]3[CH:21]=[CH:20][CH:19]=[CH:18][CH:17]=3)=[N:14][S:13][C:9]2=[C:10]([C:28]2[CH:29]=[CH:30][C:25]([O:24][CH3:23])=[CH:26][CH:27]=2)[N:11]=1)=[O:5])[CH3:2]. Reported procedure: The title compound was synthesized in analogy to Example 1 from 7-bromo-4-hydroxy-3-phenyl-isothiazolo[5,4-c]pyridine-5-carboxylic acid ethyl ester and 4-methoxyphenylboronic acid: MS (m/z) 407.2 (M+1). Reactants: COC=1C(=NC(=CC1)[N+](=O)[O-])C=C (3-methoxy-6-nitro-2-vinyl-pyridine), CO (methanol). The solvent is C(Cl)Cl (CH2Cl2). Conditions: temperature -70 celsius, time 60 minute. The product is COC=1C(=NC(=CC1)[N+](=O)[O-])C=O (3-methoxy-6-nitro-pyridine-2-carbaldehyde). As a reaction SMILES: [CH3:1][O:2][C:3]1[C:4]([CH:12]=C)=[N:5][C:6]([N+:9]([O-:11])=[O:10])=[CH:7][CH:8]=1.C[OH:15]>C(Cl)Cl>[CH3:1][O:2][C:3]1[C:4]([CH:12]=[O:15])=[N:5][C:6]([N+:9]([O-:11])=[O:10])=[CH:7][CH:8]=1. Procedure: A solution of 0.63 g (3.5 mmol) 3-methoxy-6-nitro-2-vinyl-pyridine in 50 ml of CH2Cl2 and 10 ml of methanol was cooled to −70° C. Ozone was bubbled into the solution until a blue color persisted. The mixture was stirred for 60 minutes at −70° C. and then quenched with excess dimethyl sulfide. The reaction was warmed to room temperature and the solvent evaporated. The residue was dissolved in ethyl acetate and water. The pH of the solution was adjusted to 2.0 with 1N HCl and the mixture stirred f... The reactants are Cc1cnc(C)c(C)n1, O=c1n(Cl)c(=O)n(Cl)c(=O)n1Cl, CC(Cl)Cl. The product is Cc1ncc(CCl)nc1C. RXN SMILES: [CH3:13][c:14]1[n:15][c:16]([CH3:21])[c:17]([CH3:20])[n:18][cH:19]1.[Cl:1][n:2]1[c:3](=[O:4])[n:5]([Cl:6])[c:7](=[O:8])[n:9]([Cl:10])[c:11]1=[O:12].[Cl:22][CH:23]([Cl:24])[CH3:25]>>[Cl:1][CH2:13][c:14]1[n:15][c:16]([CH3:21])[c:17]([CH3:20])[n:18][cH:19]1.